This data is from the Open Reaction Database (ORD), a public repository of structured organic reaction records. The task is: describe an organic reaction: reactants, conditions, products, and yield Starting materials: C=Cc1cc(OC)cc(C(Nc2ccc(C#N)cc2)C(=O)OCC)c1, C1CCOC1, CCO. Yields the product CCOC(=O)C(Nc1ccc(C#N)cc1)c1cc(CC)cc(OC)c1. As a reaction SMILES: [C:1](#[N:2])[c:3]1[cH:4][cH:5][c:6]([NH:9][CH:10]([C:11](=[O:12])[O:13][CH2:14][CH3:15])[c:16]2[cH:17][c:18]([O:24][CH3:25])[cH:19][c:20]([CH:22]=[CH2:23])[cH:21]2)[cH:7][cH:8]1.[CH2:29]1[O:30][CH2:31][CH2:32][CH2:33]1.[CH3:26][CH2:27][OH:28]>>[C:1](#[N:2])[c:3]1[cH:4][cH:5][c:6]([NH:9][CH:10]([C:11](=[O:12])[O:13][CH2:14][CH3:15])[c:16]2[cH:17][c:18]([O:24][CH3:25])[cH:19][c:20]([CH2:22][CH3:23])[cH:21]2)[cH:7][cH:8]1. Reactants: Cc1onc(CCc2ccccc2)c1C(=O)O, CCOCC, [Cl-], [NH4+], [OH-]. Product: Cc1onc(CCc2ccccc2)c1C(N)=O. As a reaction SMILES: [CH2:2]([CH2:3][c:4]1[cH:5][cH:6][cH:7][cH:8][cH:9]1)[c:10]1[n:11][o:12][c:13]([CH3:18])[c:14]1[C:15](=[O:16])[OH:17].[CH3:21][CH2:22][O:23][CH2:24][CH3:25].[Cl-:1].[NH4+:19].[OH-:20]>>[CH2:2]([CH2:3][c:4]1[cH:5][cH:6][cH:7][cH:8][cH:9]1)[c:10]1[n:11][o:12][c:13]([CH3:18])[c:14]1[C:15](=[O:16])[NH2:19]. The reactants are CC(=O)O, Cc1nc(C(C)(C)S(C)(=O)=O)ccc1[N+](=O)[O-], [Zn]. Product: Cc1nc(C(C)(C)S(C)(=O)=O)ccc1N. Reaction SMILES: [CH3:18][C:19](=[O:20])[OH:21].[CH3:1][c:2]1[n:3][c:4]([C:11]([CH3:12])([CH3:13])[S:14](=[O:15])(=[O:16])[CH3:17])[cH:5][cH:6][c:7]1[N+:8]([O-:9])=[O:10].[Zn:22]>>[CH3:1][c:2]1[n:3][c:4]([C:11]([CH3:12])([CH3:13])[S:14](=[O:15])(=[O:16])[CH3:17])[cH:5][cH:6][c:7]1[NH2:8]. Starting materials: C(#C)[Si](C)(C)C (Ethynyltrimethylsilane), TEA, BrC=1C=C(C=CC1)C(C#N)(C)C (2-(3-bromophenyl)-2-methylpropionitrile). Reagents/catalysts: Cl[Pd]([P](C1=CC=CC=C1)(C2=CC=CC=C2)C3=CC=CC=C3)([P](C4=CC=CC=C4)(C5=CC=CC=C5)C6=CC=CC=C6)Cl ((Ph3P)2PdCl2), [Cu]I (copper(I) iodide). Solvent: C(C)#N (ACN). Yields the product CC(C#N)(C)C1=CC(=CC=C1)C#C[Si](C)(C)C (2-Methyl-2-(3-trimethylsilanylethynyl-phenyl)-propionitrile). Reaction SMILES: [C:1]([Si:3]([CH3:6])([CH3:5])[CH3:4])#[CH:2].Br[C:8]1[CH:9]=[C:10]([C:14]([CH3:18])([CH3:17])[C:15]#[N:16])[CH:11]=[CH:12][CH:13]=1>Cl[Pd](Cl)([P](C1C=CC=CC=1)(C1C=CC=CC=1)C1C=CC=CC=1)[P](C1C=CC=CC=1)(C1C=CC=CC=1)C1C=CC=CC=1.[Cu]I.C(#N)C>[CH3:18][C:14]([C:10]1[CH:11]=[CH:12][CH:13]=[C:8]([C:2]#[C:1][Si:3]([CH3:6])([CH3:5])[CH3:4])[CH:9]=1)([CH3:17])[C:15]#[N:16] |^1:21,40|. Procedure details: Ethynyltrimethylsilane (4.0 mL, 28.9 mmol) was added to a mixture of ACN (100 mL), TEA (25 mL), 2-(3-bromophenyl)-2-methylpropionitrile (5.0 g, 22.3 mmol), (Ph3P)2PdCl2 (780 mg, 1.11 mmol) and copper(I) iodide (130 mg, 0.68 mmol) under nitrogen atmosphere. The reaction mixture was refluxed for 3 hours, cooled to ambient temperature, concentrated to a black residue and filtered through silica gel with 20% ethyl acetate in hexane. The filtrate was concentrated to a red oil and chromatographed on s... Reactants: CO, CC(=O)Cl, O=C(O)C1CCCCCC1. Product: COC(=O)C1CCCCCC1. Reaction SMILES: [CH3:15][OH:16].[CH3:1][C:2](=[O:3])[Cl:4].[CH:5]1([C:12](=[O:13])[OH:14])[CH2:6][CH2:7][CH2:8][CH2:9][CH2:10][CH2:11]1>>[CH3:1][O:13][C:12]([CH:5]1[CH2:6][CH2:7][CH2:8][CH2:9][CH2:10][CH2:11]1)=[O:14]. Reactants: O=C([O-])[O-], CC(C)(C)OC(=O)N1CCNCC1, CCO, N#Cc1cc([N+](=O)[O-])ccc1F, [K+], [K+]. Yields the product CC(C)(C)OC(=O)N1CCN(c2ccc([N+](=O)[O-])cc2C#N)CC1. As a reaction SMILES: [C:13](=[O:14])([O-:15])[O-:16].[C:19]([CH3:20])([CH3:21])([CH3:22])[O:23][C:24](=[O:25])[N:26]1[CH2:27][CH2:28][NH:29][CH2:30][CH2:31]1.[CH3:32][CH2:33][OH:34].[F:1][c:2]1[c:3]([C:4]#[N:5])[cH:6][c:7]([N+:10](=[O:11])[O-:12])[cH:8][cH:9]1.[K+:17].[K+:18]>>[c:2]1([N:29]2[CH2:28][CH2:27][N:26]([C:24]([O:23][C:19]([CH3:20])([CH3:21])[CH3:22])=[O:25])[CH2:31][CH2:30]2)[c:3]([C:4]#[N:5])[cH:6][c:7]([N+:10](=[O:11])[O-:12])[cH:8][cH:9]1. The reactants are product, C(C)(C)(C)[O-].[K+] (potassium tert-butanolate), FC1=C(C=CC=C1)[N+](=O)[O-] (2-fluoro-nitrobenzene), O(C1=CC=CC=C1)C1=CC=C(N)C=C1 (4-phenoxyaniline). The solvent is CS(=O)C (DMSO). Product: [N+](=O)([O-])C1=C(C=CC=C1)NC1=CC=C(C=C1)OC1=CC=CC=C1 ((2-nitro-phenyl)-(4-phenoxy-phenyl)-amine). Reaction SMILES: F[C:2]1[CH:7]=[CH:6][CH:5]=[CH:4][C:3]=1[N+:8]([O-:10])=[O:9].[O:11]([C:18]1[CH:24]=[CH:23][C:21]([NH2:22])=[CH:20][CH:19]=1)[C:12]1[CH:17]=[CH:16][CH:15]=[CH:14][CH:13]=1.C([O-])(C)(C)C.[K+]>CS(C)=O>[N+:8]([C:3]1[CH:4]=[CH:5][CH:6]=[CH:7][C:2]=1[NH:22][C:21]1[CH:20]=[CH:19][C:18]([O:11][C:12]2[CH:17]=[CH:16][CH:15]=[CH:14][CH:13]=2)=[CH:24][CH:23]=1)([O-:10])=[O:9] |f:2.3|. Reported procedure: The product (2.03 g) is obtained according to the method of stage 1 of Example 4, by using 3.7 mL of 2-fluoro-nitrobenzene and 7.88 g of 4-phenoxyaniline in the presence of 6.36 g of potassium tert-butanolate in 34 mL of DMSO.